From a dataset of the Open Reaction Database (ORD), a public repository of structured organic reaction records. describe an organic reaction: reactants, conditions, products, and yield Procedure details: All reactions are carried out under an inert atmosphere. The starting material, (5-chloro-1-pentyloxy)(2,2-dimethylethyl) dimethylsilane {[(5-chloropentyl)oxy](1,1-dimethylethyl)dimethylsilane} (534 g, 2.26 moles), diluted in tetrahydrofuran (500 ml), is added portionwise to a refluxing solution of tetrahydrofuran and granular magnesium (75 g). After the addition is complete the reaction is refluxed an additional 2 hours and the resultant Grignard salt is cooled to room temperature, cannulated i... Solvent: O (Water), O1CCCC1 (tetrahydrofuran), O1CCCC1 (tetrahydrofuran). The product is CC(C)(C)[Si](OCCCCCC1C=CCC1)(C)C (3-(5-[(1,1-Dimethylethyl)dimethylsiloxy]pent-1-yl)cyclopentene). Reaction SMILES: Cl[CH2:2][CH2:3][CH2:4][CH2:5][CH2:6]O[Si](CC(C)C)(C)C.Cl[CH2:16][CH2:17][CH2:18][CH2:19][CH2:20][O:21][Si:22]([C:25]([CH3:28])([CH3:27])[CH3:26])([CH3:24])[CH3:23].[Mg].ClC1CCC=C1>O1CCCC1.O>[CH3:26][C:25]([Si:22]([CH3:24])([CH3:23])[O:21][CH2:20][CH2:19][CH2:18][CH2:17][CH2:16][CH:5]1[CH2:4][CH2:3][CH:2]=[CH:6]1)([CH3:28])[CH3:27]. The reactants are ClCCCCCO[Si](C)(C)CC(C)C ((5-chloro-1-pentyloxy)(2,2-dimethylethyl) dimethylsilane), Li2CuCl4, ClC1C=CCC1 (3-chlorocyclopentene), ClCCCCCO[Si](C)(C)C(C)(C)C ([(5-chloropentyl)oxy](1,1-dimethylethyl)dimethylsilane), [Mg] (magnesium).